From a dataset of the Open Reaction Database (ORD), a public repository of structured organic reaction records. describe an organic reaction: reactants, conditions, products, and yield Reactants: C=O (Formaldehyde), N1CCOCC1 (morpholine), N1C(=CC=C1)C=O (1H-pyrrole-2-carbaldehyde). Run in C(C)(=O)O (acetic acid), C(C)(=O)O (acetic acid). Conditions: time 65 hour. Yields the product N1(CCOCC1)CC=1C=C(NC1)C=O (4-Morpholin-4-ylmethyl-1H-pyrrole-2-carbaldehyde). Reaction SMILES: [NH:1]1[CH2:6][CH2:5][O:4][CH2:3][CH2:2]1.[NH:7]1[CH:11]=[CH:10][CH:9]=[C:8]1[CH:12]=[O:13].[CH2:14]=O>C(O)(=O)C>[N:1]1([CH2:14][C:10]2[CH:9]=[C:8]([CH:12]=[O:13])[NH:7][CH:11]=2)[CH2:6][CH2:5][O:4][CH2:3][CH2:2]1. Procedure details: To a solution of morpholine (0.38 mole) in acetic acid (120 ml) at 0° C. there is added a solution of 1H-pyrrole-2-carbaldehyde (0.32 mole) in acetic acid (100 ml). Formaldehyde (37% aq., 26 ml) is then added dropwise. The reaction mixture is then stirred for 65 hours at ambient temperature. The mixture is concentrated (about 50 ml) and cooled in an ice bath. The pH of the solution is made alkaline (pH=12) using 20% aqueous sodium hydroxide solution. The product is extracted with dichloromethane... Reported procedure: The method described in Part E of Example 10 was used to treat 7-benzyl-3-nitroquinolin-4-ol or 6-benzyl-3-nitroquinolin-4-ol with phosphorous oxychloride to provide 7-benzyl-4-chloro-3-nitroquinoline as a light yellow powder or 6-benzyl-4-chloro-3-nitroquinoline as a tan powder, respectively. Reaction SMILES: [CH2:1]([C:8]1[CH:17]=[C:16]2[C:11]([C:12](O)=[C:13]([N+:18]([O-:20])=[O:19])[CH:14]=[N:15]2)=[CH:10][CH:9]=1)[C:2]1[CH:7]=[CH:6][CH:5]=[CH:4][CH:3]=1.[CH2:22]([C:29]1[CH:30]=[C:31]2[C:36](=[CH:37][CH:38]=1)[N:35]=[CH:34][C:33]([N+:39]([O-:41])=[O:40])=[C:32]2O)[C:23]1[CH:28]=[CH:27][CH:26]=[CH:25][CH:24]=1.P(Cl)(Cl)([Cl:45])=O>>[CH2:1]([C:8]1[CH:17]=[C:16]2[C:11]([C:12]([Cl:45])=[C:13]([N+:18]([O-:20])=[O:19])[CH:14]=[N:15]2)=[CH:10][CH:9]=1)[C:2]1[CH:7]=[CH:6][CH:5]=[CH:4][CH:3]=1.[CH2:22]([C:29]1[CH:30]=[C:31]2[C:36](=[CH:37][CH:38]=1)[N:35]=[CH:34][C:33]([N+:39]([O-:41])=[O:40])=[C:32]2[Cl:45])[C:23]1[CH:28]=[CH:27][CH:26]=[CH:25][CH:24]=1. Reactants: C(C1=CC=CC=C1)C1=CC=C2C(=C(C=NC2=C1)[N+](=O)[O-])O (7-benzyl-3-nitroquinolin-4-ol), C(C1=CC=CC=C1)C=1C=C2C(=C(C=NC2=CC1)[N+](=O)[O-])O (6-benzyl-3-nitroquinolin-4-ol), P(=O)(Cl)(Cl)Cl (phosphorous oxychloride). The product is C(C1=CC=CC=C1)C1=CC=C2C(=C(C=NC2=C1)[N+](=O)[O-])Cl (7-benzyl-4-chloro-3-nitroquinoline), C(C1=CC=CC=C1)C=1C=C2C(=C(C=NC2=CC1)[N+](=O)[O-])Cl (6-benzyl-4-chloro-3-nitroquinoline).